Dataset: the Open Reaction Database (ORD), a public repository of structured organic reaction records. Task: describe an organic reaction: reactants, conditions, products, and yield Reactants: FC1=C(CN2C=CC=3C2=CN=C(C3)C(=O)O)C=CC(=C1)F (1-(2,4-Difluorobenzyl)-1H-pyrrolo[2,3-c]pyridine-5-carboxylic acid), C(CC(O)(C(=O)O)CC(=O)O)(=O)O (citric acid), FC1=C(CN2C=CC=3C2=CN=C(C3)C(=O)OCC)C=CC(=C1)F (ethyl 1-(2,4-difluorobenzyl)-1H-pyrrolo[2,3-c]pyridine-5-carboxylate), [OH-].[Na+] (sodium hydroxide), O (water), O (water). Solvent: CO (methanol). Conditions: temperature 100 celsius. Product: FC1=C(CN2C=CC=3C2=CN=C(C3)C(=O)NO)C=CC(=C1)F (1-(2,4-Difluorobenzyl)-N-hydroxy-1H-pyrrolo[2,3-c]pyridine-5-carboxamide). Yield: 55.0%. RXN SMILES: [F:1][C:2]1[CH:20]=[C:19]([F:21])[CH:18]=[CH:17][C:3]=1[CH2:4][N:5]1[C:9]2=[CH:10][N:11]=[C:12]([C:14](O)=O)[CH:13]=[C:8]2[CH:7]=[CH:6]1.FC1C=C(F)C=CC=1C[N:26]1C2=CN=C(C(OCC)=O)C=C2C=C1.[OH-:45].[Na+].C(O)(=O)CC(CC(O)=O)(C(O)=O)O.[OH2:60]>CO>[F:1][C:2]1[CH:20]=[C:19]([F:21])[CH:18]=[CH:17][C:3]=1[CH2:4][N:5]1[C:9]2=[CH:10][N:11]=[C:12]([C:14]([NH:26][OH:60])=[O:45])[CH:13]=[C:8]2[CH:7]=[CH:6]1 |f:2.3|. Procedure: 1-(2,4-Difluorobenzyl)-1H-pyrrolo[2,3-c]pyridine-5-carboxylic acid. To ethyl 1-(2,4-difluorobenzyl)-1H-pyrrolo[2,3-c]pyridine-5-carboxylate (0.30 g, 1.58 mmol) in methanol (3 mL) was added sodium hydroxide (0.076 g, 3.16 mmol) in water (0.5 mL). The reaction was heated in a SmithCreator® (microwave reactor from Personal Chemistry) to 100° C. for five minutes. The reaction solution was poured into water (30 mL) and the pH was adjusted to 2-3 by addition of citric acid. The precipitate that formed... Reactants: C1COCCO1, CC1(C)OB(c2ccc3c(c2)CCN3C(=O)Cc2cc(F)ccc2F)OC1(C)C, CC(C)(C)OC(=O)N1CCC(n2cc(Br)c3c(N)ncnc32)CC1, [Na+], O=C([O-])O, c1ccc(P(c2ccccc2)(c2ccccc2)[Pd](P(c2ccccc2)(c2ccccc2)c2ccccc2)(P(c2ccccc2)(c2ccccc2)c2ccccc2)P(c2ccccc2)(c2ccccc2)c2ccccc2)cc1. Yields the product CC(C)(C)OC(=O)N1CCC(n2cc(-c3ccc4c(c3)CCN4C(=O)Cc3cc(F)ccc3F)c3c(N)ncnc32)CC1. As a reaction SMILES: [CH2:59]1[O:60][CH2:61][CH2:62][O:63][CH2:64]1.[F:25][c:26]1[c:27]([CH2:33][C:34](=[O:35])[N:36]2[CH2:37][CH2:38][c:39]3[cH:40][c:41]([B:45]4[O:46][C:47]([CH3:48])([CH3:49])[C:50]([CH3:51])([CH3:52])[O:53]4)[cH:42][cH:43][c:44]32)[cH:28][c:29]([F:32])[cH:30][cH:31]1.[NH2:1][c:2]1[c:3]2[c:4]([n:5][cH:6][n:7]1)[n:8]([CH:12]1[CH2:13][CH2:14][N:15]([C:18](=[O:19])[O:20][C:21]([CH3:22])([CH3:23])[CH3:24])[CH2:16][CH2:17]1)[cH:9][c:10]2[Br:11].[Na+:58].[O-:54][C:55]([OH:56])=[O:57].[cH:65]1[cH:66][cH:67][c:68]([P:69]([Pd:70]([P:71]([c:72]2[cH:73][cH:74][cH:75][cH:76][cH:77]2)([c:78]2[cH:79][cH:80][cH:81][cH:82][cH:83]2)[c:84]2[cH:85][cH:86][cH:87][cH:88][cH:89]2)([P:90]([c:91]2[cH:92][cH:93][cH:94][cH:95][cH:96]2)([c:97]2[cH:98][cH:99][cH:100][cH:101][cH:102]2)[c:103]2[cH:104][cH:105][cH:106][cH:107][cH:108]2)[P:109]([c:110]2[cH:111][cH:112][cH:113][cH:114][cH:115]2)([c:116]2[cH:117][cH:118][cH:119][cH:120][cH:121]2)[c:122]2[cH:123][cH:124][cH:125][cH:126][cH:127]2)([c:128]2[cH:129][cH:130][cH:131][cH:132][cH:133]2)[c:134]2[cH:135][cH:136][cH:137][cH:138][cH:139]2)[cH:140][cH:141]1>>[NH2:1][c:2]1[c:3]2[c:4]([n:5][cH:6][n:7]1)[n:8]([CH:12]1[CH2:13][CH2:14][N:15]([C:18](=[O:19])[O:20][C:21]([CH3:22])([CH3:23])[CH3:24])[CH2:16][CH2:17]1)[cH:9][c:10]2-[c:41]1[cH:40][c:39]2[c:44]([cH:43][cH:42]1)[N:36]([C:34]([CH2:33][c:27]1[c:26]([F:25])[cH:31][cH:30][c:29]([F:32])[cH:28]1)=[O:35])[CH2:37][CH2:38]2. Reactants: CC1(SC2=C(S1)C=C1SC(SC1=C2)(C)C)C (2,2,6,6-Tetramethylbenzo[1,2-d;5,4-d']bis-(1,3)dithiole), [Li]CCCC (n-BuLi), CSSC (dimethyl disulfide). Run in C(C)OCC (diethyl ether). Yields the product CSC1=C2C(SC(S2)(C)C)=CC=2SC(SC21)(C)C (4-methylthio-2,2,6,6-Tetramethylbenzo[1,2-d;5,4-d']bis-(1,3)dithiole). As a reaction SMILES: [CH3:1][C:2]1([CH3:16])[S:6][C:5]2[CH:7]=[C:8]3[C:12](=[CH:13][C:4]=2[S:3]1)[S:11][C:10]([CH3:15])([CH3:14])[S:9]3.[Li]CCCC.[CH3:22][S:23]SC>C(OCC)C>[CH3:22][S:23][C:13]1[C:4]2[S:3][C:2]([CH3:16])([CH3:1])[S:6][C:5]=2[CH:7]=[C:8]2[S:9][C:10]([CH3:15])([CH3:14])[S:11][C:12]=12. Reported procedure: 2,2,6,6-Tetramethylbenzo[1,2-d;5,4-d']bis-(1,3)dithiole is lithiated with n-BuLi in diethyl ether and then reacted with dimethyl disulfide to give 4-methylthio-2,2,6,6-Tetramethylbenzo[1,2-d;5,4-d']bis-(1,3)dithiole. This compound can then be reacted with n-butyl glyoxalate (0.5 eq.) in a solvent consisting of a mixture of concentrated sulfuric acid and glacial acetic acid (1:10) (analogously to: G. Werber, Ann. Chim. 49, 1898 (1959)). After work-up, including neutralization and extraction the p... Reactants: C1(=CC=C(C=C1)CCC(C(C(=O)OC(C)(C)C)CCN1C(C2=CC=CC=C2C1=O)O)O)C1=CC=CC=C1 (tert-butyl 5-biphenyl-4-yl-3-hydroxy-2-[2-(1-hydroxy-3-oxo-1,3-dihydro-2H-isoindol-2-yl)ethyl]pentanoate), acid, [BH4-].[Na+] (sodium borohydride). Reaction conditions: time 1 hour. Product: C1(=CC=C(C=C1)CCC(C(C(=O)O)CCN1C(C2=CC=CC=C2C1)=O)O)C1=CC=CC=C1 (5-biphenyl-4-yl-3-hydroxy-2-[2-(1-oxo-1,3-dihydro-2H-isoindol-2-yl)ethyl]pentanoic acid). RXN SMILES: [C:1]1([C:32]2[CH:37]=[CH:36][CH:35]=[CH:34][CH:33]=2)[CH:6]=[CH:5][C:4]([CH2:7][CH2:8][CH:9]([OH:31])[CH:10]([CH2:18][CH2:19][N:20]2[C:28](=O)[C:27]3[C:22](=[CH:23][CH:24]=[CH:25][CH:26]=3)[CH:21]2[OH:30])[C:11]([O:13]C(C)(C)C)=[O:12])=[CH:3][CH:2]=1.[BH4-].[Na+]>>[C:1]1([C:32]2[CH:37]=[CH:36][CH:35]=[CH:34][CH:33]=2)[CH:6]=[CH:5][C:4]([CH2:7][CH2:8][CH:9]([OH:31])[CH:10]([CH2:18][CH2:19][N:20]2[CH2:28][C:27]3[C:22](=[CH:23][CH:24]=[CH:25][CH:26]=3)[C:21]2=[O:30])[C:11]([OH:13])=[O:12])=[CH:3][CH:2]=1 |f:1.2|. Procedure details: To a solution of the compound (160 mg) obtained from Step 2 above in trifluororacetic acid (2 ml) at room temperature was added sodium borohydride (36 mg) and stirred for 1 h. The volatiles were evaporated under reduced pressure and the residue purified by preparative TLC using 10% methanol-DCM as the mobile phase (100 mg). Starting materials: CN[C@@H]1C[C@H]2O[C@@](C)([C@@H]1OC)n1c3ccccc3c3c4c(c5c6ccccc6n2c5c31)C(=O)NC4 (staurosporine), COc1ccccc1C=O. The reagents and catalysts are CC(C)[O-].CC(C)[O-].CC(C)[O-].CC(C)[O-].[Ti+4] (Ti(OiPr)4), CC(=O)O (acetic acid), CC(=O)O[BH-](OC(C)=O)OC(C)=O.[Na+] (Sodium triacetoxyborohydride). Run in CN1CCCC1=O (NMP), CN1CCCC1=O (NMP), CN1CCCC1=O (NMP), CN1CCCC1=O (NMP), CN1CCCC1=O (NMP), CN1CCCC1=O (NMP), CN1CCCC1=O (NMP). Reaction conditions: temperature 22 celsius, time 18 hour. Yields the product CO[C@@H]1[C@@H](C[C@H]2O[C@]1(C)n3c4ccccc4c5c6CNC(=O)c6c7c8ccccc8n2c7c35)N(C)Cc9ccccc9OC, CN[C@@H]1C[C@H]2O[C@@](C)([C@@H]1OC)n1c3ccccc3c3c4c(c5c6ccccc6n2c5c31)C(=O)NC4 (Staurosporine), COc1ccccc1C=O.